Dataset: the Open Reaction Database (ORD), a public repository of structured organic reaction records. Task: describe an organic reaction: reactants, conditions, products, and yield Reactants: C1(=CC=C(C=C1)S(=O)(=O)O)C (p-toluenesulfonic acid), C[Mg]Br (methylmagnesium bromide), BrC=1C=C2C(CC(OC2=CC1OC)(C)C)=O (6-bromo-7-methoxy-2,2-dimethyl-chroman-4-one), BrC=1C=C2C(CC(OC2=CC1OC)(C)C)=O (6-bromo-7-methoxy-2,2-dimethyl-chroman-4-one). Solvent: C1CCOC1 (THF), ClCCl (dichloromethane). Conditions: temperature 10 celsius. Yields the product BrC=1C=C2C(=CC(OC2=CC1OC)(C)C)C (6-Bromo-7-methoxy-2,2,4-trimethyl-2H-chromene). As a reaction SMILES: C[Mg]Br.[Br:4][C:5]1[CH:6]=[C:7]2[C:12](=[CH:13][C:14]=1[O:15][CH3:16])[O:11][C:10]([CH3:18])([CH3:17])[CH2:9][C:8]2=O.[C:20]1(C)C=CC(S(O)(=O)=O)=CC=1>C1COCC1.ClCCl>[Br:4][C:5]1[CH:6]=[C:7]2[C:12](=[CH:13][C:14]=1[O:15][CH3:16])[O:11][C:10]([CH3:18])([CH3:17])[CH:9]=[C:8]2[CH3:20]. Procedure details: A solution of methylmagnesium bromide (3.0 M in THF, 1.67 mL, 5.0 mmol) was added slowly into a solution of 6-bromo-7-methoxy-2,2-dimethyl-chroman-4-one (Compound 4, 710 mg, 2.5 mmol) in 10 mL of THF at −30° C. The mixture was stirred and warmed to 10° C. for 2 h. The reaction mixture was quenched with 10% HCl and extracted with ethyl acetate. The combined organic layers were washed with a saturated solution of NH4Cl, dried (MgSO4) and concentrated at reduced pressure to give a crude oil, which ...